From a dataset of the Open Reaction Database (ORD), a public repository of structured organic reaction records. describe an organic reaction: reactants, conditions, products, and yield Reactants: resultant solution, NC1=CC(=C(C(=C1)CC)O)CC (4-amino-2,6-diethylphenol), S1C(=CC=C1)C(=O)O (2-thienylcarboxylic acid), C(O)([O-])=O.[Na+] (sodium hydrogen carbonate), C(C)OP(OCC)(=O)Cl (diethylphosphorochloridate). Solvent: C(C)N(CC)CC (triethylamine), C(C)#N (acetonitrile). Reaction conditions: time 30 minute. The product is S1C(=CC=C1)C(=O)NC1=CC(=C(C(=C1)CC)O)CC (4-(2-thienylcarbonyl)amino-2,6-diethylphenol). Yield: 54.5%. Reaction SMILES: [S:1]1[CH:5]=[CH:4][CH:3]=[C:2]1[C:6]([OH:8])=O.C(OP(Cl)(=O)OCC)C.[NH2:18][C:19]1[CH:24]=[C:23]([CH2:25][CH3:26])[C:22]([OH:27])=[C:21]([CH2:28][CH3:29])[CH:20]=1.C(=O)([O-])O.[Na+]>C(#N)C.C(N(CC)CC)C>[S:1]1[CH:5]=[CH:4][CH:3]=[C:2]1[C:6]([NH:18][C:19]1[CH:20]=[C:21]([CH2:28][CH3:29])[C:22]([OH:27])=[C:23]([CH2:25][CH3:26])[CH:24]=1)=[O:8] |f:3.4|. Reported procedure: Under ice-cooling, 128 mg of 2-thienylcarboxylic acid is dissolved in 3 ml of acetonitrile, and to the resultant solution are added 303 mg of triethylamine, then 207 mg of diethylphosphorochloridate. After the mixture is stirred for 30 minutes, 201 mg of 4-amino-2,6-diethylphenol is added and the reaction mixture is stirred at room temperature. After completion of the reaction, ice chips are added, and then an aqueous 5 % sodium hydrogen carbonate is added. The crystals precipitated are collecte... Starting materials: O=C([O-])[O-], CCO, CC(C)(O)CO, COc1ccc(C(C)C)cc1B(O)O, N#Cc1cc(C(F)(F)F)ccc1I, [Na+], [Na+], O, c1ccc(P(c2ccccc2)(c2ccccc2)[Pd](P(c2ccccc2)(c2ccccc2)c2ccccc2)(P(c2ccccc2)(c2ccccc2)c2ccccc2)P(c2ccccc2)(c2ccccc2)c2ccccc2)cc1. Yields the product COc1ccc(C(C)C)cc1-c1ccc(C(F)(F)F)cc1C#N. As a reaction SMILES: [C:28](=[O:29])([O-:30])[O-:31].[CH3:34][CH2:35][OH:36].[CH3:37][C:38]([OH:39])([CH3:40])[CH2:41][OH:42].[CH:14]([CH3:15])([CH3:16])[c:17]1[cH:18][cH:19][c:20]([O:26][CH3:27])[c:21]([B:23]([OH:24])[OH:25])[cH:22]1.[I:1][c:2]1[c:3]([C:4]#[N:5])[cH:6][c:7]([C:10]([F:11])([F:12])[F:13])[cH:8][cH:9]1.[Na+:32].[Na+:33].[OH2:120].[cH:43]1[cH:44][cH:45][c:46]([P:47]([Pd:48]([P:49]([c:50]2[cH:51][cH:52][cH:53][cH:54][cH:55]2)([c:56]2[cH:57][cH:58][cH:59][cH:60][cH:61]2)[c:62]2[cH:63][cH:64][cH:65][cH:66][cH:67]2)([P:68]([c:69]2[cH:70][cH:71][cH:72][cH:73][cH:74]2)([c:75]2[cH:76][cH:77][cH:78][cH:79][cH:80]2)[c:81]2[cH:82][cH:83][cH:84][cH:85][cH:86]2)[P:87]([c:88]2[cH:89][cH:90][cH:91][cH:92][cH:93]2)([c:94]2[cH:95][cH:96][cH:97][cH:98][cH:99]2)[c:100]2[cH:101][cH:102][cH:103][cH:104][cH:105]2)([c:106]2[cH:107][cH:108][cH:109][cH:110][cH:111]2)[c:112]2[cH:113][cH:114][cH:115][cH:116][cH:117]2)[cH:118][cH:119]1>>[c:2]1(-[c:21]2[c:20]([O:26][CH3:27])[cH:19][cH:18][c:17]([CH:14]([CH3:15])[CH3:16])[cH:22]2)[c:3]([C:4]#[N:5])[cH:6][c:7]([C:10]([F:11])([F:12])[F:13])[cH:8][cH:9]1. Procedure: To a solution of (3S,5R,8R,9S,10S,13R,14S,17R)-14-hydroxy-10,13-dimethyl-17-(2-oxo-2H-pyran-5-yl)hexadecahydro-1H-cyclopenta[a]phenanthren-3-yl 2-morpholinoethylcarbamate (43.7 mg, 0.08 mmol, 1 eq) in pyridine (3 mL) was added SOCl2 (57.1 mg, 0.48 mmol) at 0° C. The mixture was stirred at this temperature for about 2 h, quenched with saturated NaHCO3, and extracted with EtOAc. The organic layers were combined, dried with Na2SO4, concentrated and purified via Preparative TLC to afford (3S,5R,8R,9... Product: O1CCN(CC1)CCNC(O[C@H]1CC[C@@]2([C@H]3CC[C@@]4([C@H](CC=C4[C@@H]3CC[C@@H]2C1)C=1C=CC(OC1)=O)C)C)=O ((3S,5R,8R,9S,10S,13R,17S)-10,13-dimethyl-17-(2-oxo-2H-pyran-5-yl)-2,3,4,5,6,7,8,9,10,11,12,13,16,17-tetradecahydro-1H-cyclopenta[a]phenanthren-3-yl 2-morpholinoethylcarbamate). RXN SMILES: [O:1]1[CH2:6][CH2:5][N:4]([CH2:7][CH2:8][NH:9][C:10](=[O:39])[O:11][C@@H:12]2[CH2:28][C@@H:27]3[C@@:15]([CH3:38])([C@@H:16]4[C@@H:24]([CH2:25][CH2:26]3)[C@:23]3(O)[C@@:19]([CH3:37])([C@@H:20]([C:30]5[CH:31]=[CH:32][C:33](=[O:36])[O:34][CH:35]=5)[CH2:21][CH2:22]3)[CH2:18][CH2:17]4)[CH2:14][CH2:13]2)[CH2:3][CH2:2]1.O=S(Cl)Cl>N1C=CC=CC=1>[O:1]1[CH2:6][CH2:5][N:4]([CH2:7][CH2:8][NH:9][C:10](=[O:39])[O:11][C@@H:12]2[CH2:28][C@@H:27]3[C@@:15]([CH3:38])([C@@H:16]4[C@@H:24]([CH2:25][CH2:26]3)[C:23]3[C@@:19]([CH3:37])([C@@H:20]([C:30]5[CH:31]=[CH:32][C:33](=[O:36])[O:34][CH:35]=5)[CH2:21][CH:22]=3)[CH2:18][CH2:17]4)[CH2:14][CH2:13]2)[CH2:3][CH2:2]1. Run at time 2 hour. Run in N1=CC=CC=C1 (pyridine). Reactants: O1CCN(CC1)CCNC(O[C@H]1CC[C@@]2([C@H]3CC[C@@]4([C@H](CC[C@@]4([C@@H]3CC[C@@H]2C1)O)C=1C=CC(OC1)=O)C)C)=O ((3S,5R,8R,9S,10S,13R,14S,17R)-14-hydroxy-10,13-dimethyl-17-(2-oxo-2H-pyran-5-yl)hexadecahydro-1H-cyclopenta[a]phenanthren-3-yl 2-morpholinoethylcarbamate), O=S(Cl)Cl (SOCl2). Yield: 47.6%. Reactants: Brc1sc2cc(OCc3ccccc3)ccc2c1Oc1ccc(OCCN2CCCCC2)cc1, CS(=O)(=O)c1ccc(B(O)O)cc1F, [Na+], [Na+], O=C([O-])[O-], C1COCCO1, c1ccc(P(c2ccccc2)(c2ccccc2)[Pd](P(c2ccccc2)(c2ccccc2)c2ccccc2)(P(c2ccccc2)(c2ccccc2)c2ccccc2)P(c2ccccc2)(c2ccccc2)c2ccccc2)cc1. Product: CS(=O)(=O)c1ccc(-c2sc3cc(OCc4ccccc4)ccc3c2Oc2ccc(OCCN3CCCCC3)cc2)cc1F. RXN SMILES: [CH2:1]([c:2]1[cH:3][cH:4][cH:5][cH:6][cH:7]1)[O:8][c:9]1[cH:10][cH:11][c:12]2[c:13]([s:14][c:15]([Br:33])[c:16]2[O:17][c:18]2[cH:19][cH:20][c:21]([O:22][CH2:23][CH2:24][N:25]3[CH2:26][CH2:27][CH2:28][CH2:29][CH2:30]3)[cH:31][cH:32]2)[cH:34]1.[F:35][c:36]1[cH:37][c:38]([B:46]([OH:47])[OH:48])[cH:39][cH:40][c:41]1[S:42](=[O:43])(=[O:44])[CH3:45].[Na+:49].[Na+:50].[O-:51][C:52](=[O:53])[O-:54].[O:55]1[CH2:56][CH2:57][O:58][CH2:59][CH2:60]1.[cH:61]1[cH:62][cH:63][c:64]([P:65]([Pd:66]([P:67]([c:68]2[cH:69][cH:70][cH:71][cH:72][cH:73]2)([c:74]2[cH:75][cH:76][cH:77][cH:78][cH:79]2)[c:80]2[cH:81][cH:82][cH:83][cH:84][cH:85]2)([P:86]([c:87]2[cH:88][cH:89][cH:90][cH:91][cH:92]2)([c:93]2[cH:94][cH:95][cH:96][cH:97][cH:98]2)[c:99]2[cH:100][cH:101][cH:102][cH:103][cH:104]2)[P:105]([c:106]2[cH:107][cH:108][cH:109][cH:110][cH:111]2)([c:112]2[cH:113][cH:114][cH:115][cH:116][cH:117]2)[c:118]2[cH:119][cH:120][cH:121][cH:122][cH:123]2)([c:124]2[cH:125][cH:126][cH:127][cH:128][cH:129]2)[c:130]2[cH:131][cH:132][cH:133][cH:134][cH:135]2)[cH:136][cH:137]1>>[CH2:1]([c:2]1[cH:3][cH:4][cH:5][cH:6][cH:7]1)[O:8][c:9]1[cH:10][cH:11][c:12]2[c:13]([s:14][c:15](-[c:38]3[cH:37][c:36]([F:35])[c:41]([S:42](=[O:43])(=[O:44])[CH3:45])[cH:40][cH:39]3)[c:16]2[O:17][c:18]2[cH:19][cH:20][c:21]([O:22][CH2:23][CH2:24][N:25]3[CH2:26][CH2:27][CH2:28][CH2:29][CH2:30]3)[cH:31][cH:32]2)[cH:34]1.